This data is from the Open Reaction Database (ORD), a public repository of structured organic reaction records. The task is: describe an organic reaction: reactants, conditions, products, and yield Reaction conditions: temperature 70 celsius, time 16 hour. Starting materials: CC(Cl)c1cccnc1, FC%19=CC(C(O)=CC(C)=N%20)=C%20C=C%19. Solvent: CN(C)C=O (DMF), CN(C)C=O (dmf), CN(C)C=O (DMF). Product: FC%29=CC(C(OC(C)C%30=CC=CN=C%30)=CC(C)=N%31)=C%31C=C%29. The reagents and catalysts are O=C([O-])[O-].[Cs+].[Cs+] (cesium carbonate), [I-].[K+] (potassium iodide).